This data is from the Open Reaction Database (ORD), a public repository of structured organic reaction records. The task is: describe an organic reaction: reactants, conditions, products, and yield Reactants: FC(F)Oc1ccc(C2(c3cccc(Br)c3)COCC(=S)N2)cn1, CO, N. The product is NC1=NC(c2ccc(OC(F)F)nc2)(c2cccc(Br)c2)COC1. RXN SMILES: [Br:1][c:2]1[cH:3][c:4]([C:8]2([c:15]3[cH:16][n:17][c:18]([O:21][CH:22]([F:23])[F:24])[cH:19][cH:20]3)[NH:9][C:10](=[S:14])[CH2:11][O:12][CH2:13]2)[cH:5][cH:6][cH:7]1.[CH3:26][OH:27].[NH3:25]>>[Br:1][c:2]1[cH:3][c:4]([C:8]2([c:15]3[cH:16][n:17][c:18]([O:21][CH:22]([F:23])[F:24])[cH:19][cH:20]3)[N:9]=[C:10]([NH2:25])[CH2:11][O:12][CH2:13]2)[cH:5][cH:6][cH:7]1. Reactants: NC1=CC=C(C=2C=CC=C(C12)S(=O)(=O)O)S(=O)(=O)O (4-amino-1,5-naphthalenedisulfonic acid), [OH-].[Na+] (sodium hydroxide), C(C)O (ethyl alcohol). Solvent: O (water). The product is [Na+].[Na+].NC1=CC=C(C=2C=CC=C(C12)S(=O)(=O)[O-])S(=O)(=O)[O-] (4-amino-1,5-naphthalenedisulfonic acid disodium salt). Reaction SMILES: [NH2:1][C:2]1[C:11]2[C:10]([S:12]([OH:15])(=[O:14])=[O:13])=[CH:9][CH:8]=[CH:7][C:6]=2[C:5]([S:16]([OH:19])(=[O:18])=[O:17])=[CH:4][CH:3]=1.[OH-].[Na+:21].C(O)C>O>[Na+:21].[Na+:21].[NH2:1][C:2]1[C:11]2[C:10]([S:12]([O-:15])(=[O:14])=[O:13])=[CH:9][CH:8]=[CH:7][C:6]=2[C:5]([S:16]([O-:19])(=[O:18])=[O:17])=[CH:4][CH:3]=1 |f:1.2,5.6.7|. Procedure: A 14.0 g amount of 4-amino-1,5-naphthalenedisulfonic acid is suspended in 100 ml of water and the solution is made basic with 5N sodium hydroxide. The solution is warmed and absolute ethyl alcohol is added until a solid is precipitated. The solid is collected by filtration and is washed with 85% aqueous ethyl alcohol, ethyl alcohol and ether, then dried in vacuo to yield 12.0 g of 4-amino-1,5-naphthalenedisulfonic acid disodium salt. Reactants: COC1=CC=C(C=C1)S(=O)(=O)N1C=C(C2=CC(=CC=C12)OC)C=CC(=O)O (3-[1-(4-Methoxy benzenesulfonyl)-5-methoxy-1H-indol-3-yl]-acrylic acid). Reagents/catalysts: [Pd] (Pd/C). The solvent is C1CCOC1 (THF). Run at time 8 hour. The product is COC1=CC=C(C=C1)S(=O)(=O)N1C=C(C2=CC(=CC=C12)OC)CCC(=O)O (3-[1-(4-Methoxy benzenesulfonyl)-5-methoxy-1H-indol-3-yl]-propionic acid). As a reaction SMILES: [CH3:1][O:2][C:3]1[CH:8]=[CH:7][C:6]([S:9]([N:12]2[C:20]3[C:15](=[CH:16][C:17]([O:21][CH3:22])=[CH:18][CH:19]=3)[C:14]([CH:23]=[CH:24][C:25]([OH:27])=[O:26])=[CH:13]2)(=[O:11])=[O:10])=[CH:5][CH:4]=1>C1COCC1.[Pd]>[CH3:1][O:2][C:3]1[CH:8]=[CH:7][C:6]([S:9]([N:12]2[C:20]3[C:15](=[CH:16][C:17]([O:21][CH3:22])=[CH:18][CH:19]=3)[C:14]([CH2:23][CH2:24][C:25]([OH:27])=[O:26])=[CH:13]2)(=[O:10])=[O:11])=[CH:5][CH:4]=1. Reported procedure: To a solution of 3-[1-(4-Methoxy benzenesulfonyl)-5-methoxy-1H-indol-3-yl]-acrylic acid 118 (1.0 g, 2.6 mmol) dissolved in THF (14 mL), Pd/C (67 mg) was added in one portion. The solution was attached to the Parr hydrogenator. The reaction was allowed to proceed overnight at 20-22 psi. The solution was filtered over celite, and the palladium-celite pad was washed with ethyl acetate (40 mL), and methanol (20 mL). The combined washes/solution was evaporated under reduced pressure to afford straw c... Reactants: C(CCCC)N1CCN(CC1)CC1C(C1)COC1=CC=C(C=C1)N (4-[[2-[[4-pentylpiperazin-1-yl]methyl]cyclopropyl]methoxy]benzeneamine), N (ammonia), C=O (formaldehyde), C(=O)C=O (glyoxal). Product: C(CCCC)N1CCN(CC1)CC1C(C1)COC1=CC=C(C=C1)N1C=NC=C1 (1-[4-[[2-[[4-Pentylpiperazin-1-yl]methyl]cyclopropyl]-methoxy]phenyl]-1H-imidazole). As a reaction SMILES: [CH2:1]([N:6]1[CH2:11][CH2:10][N:9]([CH2:12][CH:13]2[CH2:15][CH:14]2[CH2:16][O:17][C:18]2[CH:23]=[CH:22][C:21]([NH2:24])=[CH:20][CH:19]=2)[CH2:8][CH2:7]1)[CH2:2][CH2:3][CH2:4][CH3:5].[NH3:25].[CH2:26]=O.[CH:28]([CH:30]=O)=O>>[CH2:1]([N:6]1[CH2:11][CH2:10][N:9]([CH2:12][CH:13]2[CH2:15][CH:14]2[CH2:16][O:17][C:18]2[CH:19]=[CH:20][C:21]([N:24]3[CH:30]=[CH:28][N:25]=[CH:26]3)=[CH:22][CH:23]=2)[CH2:8][CH2:7]1)[CH2:2][CH2:3][CH2:4][CH3:5]. Reported procedure: In a manner similar to Example 1, react 4-[[2-[[4-pentylpiperazin-1-yl]methyl]cyclopropyl]methoxy]benzeneamine, aqueous ammonia, aqueous formaldehyde and aqueous glyoxal to obtain the title compound. Product: CC(Cl)(Cl)C(NC(=O)c1cccc(Cl)c1)n1nnc2ccccc21. As a reaction SMILES: [Cl:11][C:12]([CH:13]=[O:14])([CH3:15])[Cl:16].[Cl:1][c:2]1[cH:3][c:4]([C:5](=[O:6])[NH2:7])[cH:8][cH:9][cH:10]1.[c:26]1([CH3:27])[cH:28][cH:29][c:30]([S:31]([OH:32])(=[O:33])=[O:34])[cH:35][cH:36]1.[nH:17]1[n:18][n:19][c:20]2[c:21]1[cH:22][cH:23][cH:24][cH:25]2>>[Cl:1][c:2]1[cH:3][c:4]([C:5](=[O:6])[NH:7][CH:13]([C:12]([Cl:11])([CH3:15])[Cl:16])[n:17]2[n:18][n:19][c:20]3[c:21]2[cH:22][cH:23][cH:24][cH:25]3)[cH:8][cH:9][cH:10]1. The reactants are CC(Cl)(Cl)C=O, NC(=O)c1cccc(Cl)c1, Cc1ccc(S(=O)(=O)O)cc1, c1ccc2[nH]nnc2c1. Starting materials: COC=1C=C2C(=NC=NC2=CC1OC)OC=1C=C(N)C=CC1 (3-(6,7-dimethoxyquinazolin-4-yloxy)aniline), C(#N)C(C)(C)C=1C=C(C=CC1)NC(OC1=CC=CC=C1)=O (phenyl 3-(2-cyanopropan-2-yl)phenylcarbamate). The reagents and catalysts are CN(C)C=1C=CN=CC1 (DMAP). The solvent is C1CCOC1 (THF). Reaction conditions: time 24 hour. The product is C(#N)C(C)(C)C=1C=C(C=CC1)NC(=O)NC1=CC(=CC=C1)OC1=NC=NC2=CC(=C(C=C12)OC)OC (1-(3-(2-cyanopropan-2-yl)phenyl)-3-(3-(6,7-dimethoxyquinazolin-4-yloxy)phenyl)urea). Yield: 20.5%. Reaction SMILES: [CH3:1][O:2][C:3]1[CH:4]=[C:5]2[C:10](=[CH:11][C:12]=1[O:13][CH3:14])[N:9]=[CH:8][N:7]=[C:6]2[O:15][C:16]1[CH:17]=[C:18]([CH:20]=[CH:21][CH:22]=1)[NH2:19].[C:23]([C:25]([C:28]1[CH:29]=[C:30]([NH:34][C:35](=O)[O:36]C2C=CC=CC=2)[CH:31]=[CH:32][CH:33]=1)([CH3:27])[CH3:26])#[N:24]>C1COCC1.CN(C1C=CN=CC=1)C>[C:23]([C:25]([C:28]1[CH:29]=[C:30]([NH:34][C:35]([NH:19][C:18]2[CH:20]=[CH:21][CH:22]=[C:16]([O:15][C:6]3[C:5]4[C:10](=[CH:11][C:12]([O:13][CH3:14])=[C:3]([O:2][CH3:1])[CH:4]=4)[N:9]=[CH:8][N:7]=3)[CH:17]=2)=[O:36])[CH:31]=[CH:32][CH:33]=1)([CH3:27])[CH3:26])#[N:24]. Procedure: To a solution of 3-(6,7-dimethoxyquinazolin-4-yloxy)aniline (47 mg, 0.15 mmol), prepared as described in Example 113A, in THF (3 ml) was added DMAP (18 mg, 0.15 mmol) and phenyl 3-(2-cyanopropan-2-yl)phenylcarbamate (89 mg, 0.3 mmol). The reaction mixture was stirred at rt for 24 h. Concentration under reduced pressure gave a residue which was purified by preparative HPLC (Phenomenex phenylhexyl reverse phase column). The obtained solid was triturated with anhydrous diethyl ether to afford 1-(3-... Procedure: Substituting 19-hydroxy-5-androsten-17-one acetate for the 17β,19-dihydroxy-1α,7α-dimethyl-5-androsten-3-one diacetate above, results in the formation of 5-androstene-17β,19-diol 19-acetate. Product: C(C)(=O)OC[C@]12CCCCC1=CC[C@H]1[C@@H]3CC[C@@H]([C@@]3(C)CC[C@H]21)O (5-androstene-17β,19-diol 19-acetate). As a reaction SMILES: [C:1]([OH:4])(=[O:3])[CH3:2].O[CH2:6][C@@:7]12[C@@H:24]3[C@H:15]([C@H:16]4[C@@:20]([CH2:22][CH2:23]3)([CH3:21])[C:19](=[O:25])[CH2:18][CH2:17]4)[CH2:14][CH:13]=[C:12]1[CH2:11][CH2:10][CH2:9][CH2:8]2.C(O)(=O)C.C(O)(=O)C.O[C@H]1CC[C@H]2[C@H]3[C@H](CC[C@]12C)[C@]1(CO)C(CC(=O)C[C@@H]1C)=C[C@H]3C>>[C:1]([O:4][CH2:6][C@@:7]12[C@@H:24]3[C@H:15]([C@H:16]4[C@@:20]([CH2:22][CH2:23]3)([CH3:21])[C@@H:19]([OH:25])[CH2:18][CH2:17]4)[CH2:14][CH:13]=[C:12]1[CH2:11][CH2:10][CH2:9][CH2:8]2)(=[O:3])[CH3:2] |f:0.1,2.3.4|. The reactants are C(C)(=O)O.OC[C@]12CCCCC1=CC[C@H]1[C@@H]3CCC([C@@]3(C)CC[C@H]21)=O (19-hydroxy-5-androsten-17-one acetate), C(C)(=O)O.C(C)(=O)O.O[C@@H]1[C@]2(C)[C@@H](CC1)[C@@H]1[C@@H](C=C3CC(C[C@@H]([C@]3(CO)[C@H]1CC2)C)=O)C (17β,19-dihydroxy-1α,7α-dimethyl-5-androsten-3-one diacetate). The yield is 85.0%. Product: C(=C)[C@@]12CCCCCCCCCC[C@@H]2O1 (trans-1-vinyl-13-oxabicyclo[10.1.0]tridecane). Reagents/catalysts: [Cl-].C(C1=CC=CC=C1)[N+](CC)(CC)CC (benzyltriethylammonium chloride). Reaction conditions: temperature 95 celsius, time 6 hour. Procedure: A four-neck flask equipped with a thermometer, stirrer and condenser tube was charged with a tetrahydrofuran solution of vinylmagnesium (1.31 mol), and toluene (600 ml) was added to the solution. At 0° C., a toluene solution of 2-chlorocyclododecanone (159 g, 0.735 mol) was added dropwise to the solution, for reaction for 1 hour. After completion of reaction, 16% hydrochloric acid (120 g) was added for hydrolysis, and the solution was separated to take out the organic layer. The organic layer wa... Reaction SMILES: C([Mg])=C.ClC1CCCCCCCCCCC1=O.Cl.[OH-].[Na+].[CH:21]([C@@:23]12[O:35][C@@H:34]1[CH2:33][CH2:32][CH2:31][CH2:30][CH2:29][CH2:28][CH2:27][CH2:26][CH2:25][CH2:24]2)=[CH2:22]>[Cl-].C([N+](CC)(CC)CC)C1C=CC=CC=1.C1(C)C=CC=CC=1.O1CCCC1>[CH:21]([C@@:23]12[O:35][C@H:34]1[CH2:33][CH2:32][CH2:31][CH2:30][CH2:29][CH2:28][CH2:27][CH2:26][CH2:25][CH2:24]2)=[CH2:22] |f:3.4,6.7|. Run in C1(=CC=CC=C1)C (toluene), C1(=CC=CC=C1)C (toluene), O1CCCC1 (tetrahydrofuran). The reactants are C(=C)[C@@]12CCCCCCCCCC[C@H]2O1 (cis-1-vinyl-13-oxabicyclo[10.1.0]tridecane), ClC1C(CCCCCCCCCC1)=O (2-chlorocyclododecanone), [OH-].[Na+] (sodium hydroxide), C(=C)[Mg] (vinylmagnesium), Cl (hydrochloric acid). The reactants are CO, [K+], [OH-], COC(=O)c1cc(C(=O)OC)cc(-n2cccc2)c1. Product: COC(=O)c1cc(C(=O)O)cc(-n2cccc2)c1. As a reaction SMILES: [CH3:22][OH:23].[K+:21].[OH-:20].[n:1]1(-[c:6]2[cH:7][c:8]([C:16](=[O:17])[O:18][CH3:19])[cH:9][c:10]([C:11](=[O:12])[O:13][CH3:14])[cH:15]2)[cH:2][cH:3][cH:4][cH:5]1>>[n:1]1(-[c:6]2[cH:7][c:8]([C:16](=[O:17])[O:18][CH3:19])[cH:9][c:10]([C:11](=[O:12])[OH:13])[cH:15]2)[cH:2][cH:3][cH:4][cH:5]1. Reactants: Cc1ccc(NC(=O)c2ccnc(N3CCCC3)c2)cc1B1OC(C)(C)C(C)(C)O1, O=C(NCC1CC1)c1ccc(Cl)nc1, [Na+], [Na+], O=C([O-])[O-], CN(C)C=O, c1ccc(P(c2ccccc2)(c2ccccc2)[Pd](P(c2ccccc2)(c2ccccc2)c2ccccc2)(P(c2ccccc2)(c2ccccc2)c2ccccc2)P(c2ccccc2)(c2ccccc2)c2ccccc2)cc1. Product: Cc1ccc(NC(=O)c2ccnc(N3CCCC3)c2)cc1-c1ccc(C(=O)NCC2CC2)cn1. RXN SMILES: [CH3:15][c:16]1[c:17]([B:36]2[O:37][C:38]([CH3:39])([CH3:40])[C:41]([CH3:42])([CH3:43])[O:44]2)[cH:18][c:19]([NH:22][C:23]([c:24]2[cH:25][c:26]([N:30]3[CH2:31][CH2:32][CH2:33][CH2:34]3)[n:27][cH:28][cH:29]2)=[O:35])[cH:20][cH:21]1.[Cl:1][c:2]1[n:3][cH:4][c:5]([C:6](=[O:7])[NH:8][CH2:9][CH:10]2[CH2:11][CH2:12]2)[cH:13][cH:14]1.[Na+:45].[Na+:46].[O-:47][C:48](=[O:49])[O-:50].[O:51]=[CH:52][N:53]([CH3:54])[CH3:55].[cH:56]1[cH:57][cH:58][c:59]([P:60]([Pd:61]([P:62]([c:63]2[cH:64][cH:65][cH:66][cH:67][cH:68]2)([c:69]2[cH:70][cH:71][cH:72][cH:73][cH:74]2)[c:75]2[cH:76][cH:77][cH:78][cH:79][cH:80]2)([P:81]([c:82]2[cH:83][cH:84][cH:85][cH:86][cH:87]2)([c:88]2[cH:89][cH:90][cH:91][cH:92][cH:93]2)[c:94]2[cH:95][cH:96][cH:97][cH:98][cH:99]2)[P:100]([c:101]2[cH:102][cH:103][cH:104][cH:105][cH:106]2)([c:107]2[cH:108][cH:109][cH:110][cH:111][cH:112]2)[c:113]2[cH:114][cH:115][cH:116][cH:117][cH:118]2)([c:119]2[cH:120][cH:121][cH:122][cH:123][cH:124]2)[c:125]2[cH:126][cH:127][cH:128][cH:129][cH:130]2)[cH:131][cH:132]1>>[c:2]1(-[c:17]2[c:16]([CH3:15])[cH:21][cH:20][c:19]([NH:22][C:23]([c:24]3[cH:25][c:26]([N:30]4[CH2:31][CH2:32][CH2:33][CH2:34]4)[n:27][cH:28][cH:29]3)=[O:35])[cH:18]2)[n:3][cH:4][c:5]([C:6](=[O:7])[NH:8][CH2:9][CH:10]2[CH2:11][CH2:12]2)[cH:13][cH:14]1.